Dataset: the Open Reaction Database (ORD), a public repository of structured organic reaction records. Task: describe an organic reaction: reactants, conditions, products, and yield Reactants: C(C)(=O)Cl (acetyl chloride), C(C)(C)(C)C1=C(C=CC(=C1)C(C)(C)C)O (2,4-di-tert-butylphenol), OCCOC1=CC=C(C(C(=O)O)O)C=C1 (4-(2-hydroxyethoxy)mandelic acid), OCCOC1=CC=C(C(C(=O)O)O)C=C1 (4-(2-hydroxyethoxy)mandelic acid), Cl (hydrogen chloride). The solvent is C(C)(=O)O (acetic acid), C(C)(=O)O (acetic acid). Conditions: temperature 120 celsius. The product is C(C)(=O)OCCOC1=CC=C(C=C1)C1C(OC2=C1C=C(C=C2C(C)(C)C)C(C)(C)C)=O (3-[4-(2-acetoxyethoxy)phenyl]-5,7-di-tert-butylbenzofuran -2-one). Isolated yield 197.8%. As a reaction SMILES: [C:1]([C:5]1[CH:10]=[C:9]([C:11]([CH3:14])([CH3:13])[CH3:12])[CH:8]=[CH:7][C:6]=1[OH:15])([CH3:4])([CH3:3])[CH3:2].[OH:16][CH2:17][CH2:18][O:19][C:20]1[CH:30]=[CH:29][C:23]([CH:24](O)[C:25]([OH:27])=O)=[CH:22][CH:21]=1.Cl.[C:32](Cl)(=[O:34])[CH3:33]>C(O)(=O)C>[C:32]([O:16][CH2:17][CH2:18][O:19][C:20]1[CH:21]=[CH:22][C:23]([CH:24]2[C:7]3[CH:8]=[C:9]([C:11]([CH3:14])([CH3:13])[CH3:12])[CH:10]=[C:5]([C:1]([CH3:4])([CH3:3])[CH3:2])[C:6]=3[O:15][C:25]2=[O:27])=[CH:29][CH:30]=1)(=[O:34])[CH3:33]. Procedure: A suspension of 154.7 g (0.75 mol) of 2,4-di-tert-butylphenol and 106.1 g (0.50 mol) of 4-(2-hydroxyethoxy)mandelic acid (compound (201), Example 10, Table 2) in 200 ml of acetic acid saturated with hydrogen chloride gas stirred under a nitrogen atmosphere is refluxed for 8 hours. The acetic acid is then distilled off on a vacuum rotary evaporator, 15 ml (0.21 mol) of acetyl chloride are added to the residue, and the mixture is maintained at 120° C. for 20 minutes. The reaction mixture is again ... Starting materials: NC(CCCC(=O)OC)C1=C(C=CC=C1OC)OC (methyl 5-amino-5-(2,6-dimethoxyphenyl)pentanoate), CC1=CN=C(S1)C=1C=C(C=O)C=CC1 (3-(5-methylthiazol-2-yl)benzaldehyde). Yields the product COC1=C(C(=CC=C1)OC)C1CCCC(N1CC1=CC(=CC=C1)C=1SC(=CN1)C)=O (6-(2,6-dimethoxyphenyl)-1-(3-(5-methylthiazol-2-yl)benzyl)piperidin-2-one). RXN SMILES: [NH2:1][CH:2]([C:10]1[C:15]([O:16][CH3:17])=[CH:14][CH:13]=[CH:12][C:11]=1[O:18][CH3:19])[CH2:3][CH2:4][CH2:5][C:6]([O:8]C)=O.[CH3:20][C:21]1[S:25][C:24]([C:26]2[CH:27]=[C:28]([CH:31]=[CH:32][CH:33]=2)[CH:29]=O)=[N:23][CH:22]=1>>[CH3:19][O:18][C:11]1[CH:12]=[CH:13][CH:14]=[C:15]([O:16][CH3:17])[C:10]=1[CH:2]1[N:1]([CH2:29][C:28]2[CH:31]=[CH:32][CH:33]=[C:26]([C:24]3[S:25][C:21]([CH3:20])=[CH:22][N:23]=3)[CH:27]=2)[C:6](=[O:8])[CH2:5][CH2:4][CH2:3]1. Reported procedure: Prepared according to the described general procedure 1 (GP1) by reaction of methyl 5-amino-5-(2,6-dimethoxyphenyl)pentanoate with 3-(5-methylthiazol-2-yl)benzaldehyde. Subsequent purification by preparative HPLC afforded the target compound. LC-MS (conditions A): tR=0.87 min.; [M+H]+: 423.11 g/mol. Reaction conditions: temperature 100 celsius, time 2.5 hour. As a reaction SMILES: [CH3:1][O:2][C:3]1[CH:23]=[C:22]([O:24][CH3:25])[CH:21]=[CH:20][C:4]=1[CH2:5][N:6]1[C:12](=[O:13])[C:11]2[CH:14]=[C:15]([Br:18])[CH:16]=[CH:17][C:10]=2[NH:9][C:8](=O)[CH2:7]1.CN(C)C1C=CC(C)=CC=1.P(Cl)(Cl)([Cl:38])=O>C1(C)C=CC=CC=1>[Cl:38][C:8]1[CH2:7][N:6]([CH2:5][C:4]2[CH:20]=[CH:21][C:22]([O:24][CH3:25])=[CH:23][C:3]=2[O:2][CH3:1])[C:12](=[O:13])[C:11]2[CH:14]=[C:15]([Br:18])[CH:16]=[CH:17][C:10]=2[N:9]=1. The product is ClC=1CN(C(C2=C(N1)C=CC(=C2)Br)=O)CC2=C(C=C(C=C2)OC)OC (2-Chloro-4-(2,4-dimethoxy-benzyl)-7-bromo-3,4-dihydro-benzo[e][1,4]diazepin-5-one). Procedure: 4-(2,4-Dimethoxy-benzyl)-7-bromo-3,4-dihydro-1H-benzo[e][1,4]diazepine-2,5-dione (3.0 g, 7.4 mmol) and N,N-dimethyl-p-toluidine (2.1 mL, 14.8 mmol) were mixed in toluene (30 mL) and heated to 100° C. Then phosphorus oxychloride (745 μL, 8.1 mmol) was added dropwise and heating at 100° C. was continued for 2.5 h. The resulting dark red solution was evaporated and the residue dissolved in THF (10 mL) and used directly in the subsequent step. The solvent is C1(=CC=CC=C1)C (toluene). Starting materials: COC1=C(CN2CC(NC3=C(C2=O)C=C(C=C3)Br)=O)C=CC(=C1)OC (4-(2,4-Dimethoxy-benzyl)-7-bromo-3,4-dihydro-1H-benzo[e][1,4]diazepine-2,5-dione), CN(C1=CC=C(C=C1)C)C (N,N-dimethyl-p-toluidine), P(=O)(Cl)(Cl)Cl (phosphorus oxychloride). The reactants are C(C1=CC=NC=C1)(=O)OCC1=C(C=C(C=C1)C(=O)O)[N+](=O)[O-] (4-carboxy-2-nitrobenzyl isonicotinate), S(=O)(Cl)Cl (thionyl chloride). Reagents/catalysts: CN(C=O)C (dimethylformamide). Product: Cl.C(C1=CC=NC=C1)(=O)OCC1=C(C=C(C=C1)C(=O)Cl)[N+](=O)[O-] (4-chlorocarbonyl-2-nitrobenzyl isonicotinate hydrochloride). RXN SMILES: [C:1]([O:9][CH2:10][C:11]1[CH:16]=[CH:15][C:14]([C:17](O)=[O:18])=[CH:13][C:12]=1[N+:20]([O-:22])=[O:21])(=[O:8])[C:2]1[CH:7]=[CH:6][N:5]=[CH:4][CH:3]=1.S(Cl)([Cl:25])=O>CN(C)C=O>[ClH:25].[C:1]([O:9][CH2:10][C:11]1[CH:16]=[CH:15][C:14]([C:17]([Cl:25])=[O:18])=[CH:13][C:12]=1[N+:20]([O-:22])=[O:21])(=[O:8])[C:2]1[CH:7]=[CH:6][N:5]=[CH:4][CH:3]=1 |f:3.4|. Procedure: The 4-carboxy-2-nitrobenzyl isonicotinate (C) was treated with excess thionyl chloride and a few drops of dimethylformamide at room temperature for 45 minutes, followed by rotary evaporation to remove thionyl chloride and azeotropic removal of thionyl chloride by 3 additions of toluene followed by rotary evaporation to give 4-chlorocarbonyl-2-nitrobenzyl isonicotinate hydrochloride (D). The 4-chlorocarbonyl-2-nitrobenzyl isonicotinate hydrochloride (D) and excess triethylamine were dissolved in ... The reactants are Cc1n[nH]c2cc([N+](=O)[O-])ccc12, CN(C)c1ccncc1, ClCCl, Cc1ccc(S(=O)(=O)Cl)cc1, c1ccncc1. Yields the product Cc1ccc(S(=O)(=O)n2nc(C)c3ccc([N+](=O)[O-])cc32)cc1. Reaction SMILES: [CH3:1][c:2]1[n:3][nH:4][c:5]2[cH:6][c:7]([N+:11](=[O:12])[O-:13])[cH:8][cH:9][c:10]12.[CH3:34][N:35]([c:36]1[cH:37][cH:38][n:39][cH:40][cH:41]1)[CH3:42].[Cl:31][CH2:32][Cl:33].[S:20](=[O:21])(=[O:22])([c:23]1[cH:24][cH:25][c:26]([CH3:27])[cH:28][cH:29]1)[Cl:30].[cH:14]1[cH:15][cH:16][n:17][cH:18][cH:19]1>>[CH3:1][c:2]1[n:3][n:4]([S:20](=[O:21])(=[O:22])[c:23]2[cH:24][cH:25][c:26]([CH3:27])[cH:28][cH:29]2)[c:5]2[cH:6][c:7]([N+:11](=[O:12])[O-:13])[cH:8][cH:9][c:10]12. Starting materials: C(C)(C)(C)OC(=O)N1CCC(CC1)=O (1-t-Butoxycarbonyl piperidine-4-one), NO.Cl (H2NOH HCl), C(=O)([O-])[O-].[Na+].[Na+] (Na2CO3). Solvent: C1CCOC1 (THF), O (H2O), C1CCOC1 (THF). Yields the product C(C)(C)(C)OC(=O)N1CCC(CC1)N (1-t-Butoxycarbonyl4-aminopiperidine). Reaction SMILES: [C:1]([O:5][C:6]([N:8]1[CH2:13][CH2:12][C:11](=O)[CH2:10][CH2:9]1)=[O:7])([CH3:4])([CH3:3])[CH3:2].[NH2:15]O.Cl.C([O-])([O-])=O.[Na+].[Na+]>C1COCC1.O>[C:1]([O:5][C:6]([N:8]1[CH2:13][CH2:12][CH:11]([NH2:15])[CH2:10][CH2:9]1)=[O:7])([CH3:4])([CH3:3])[CH3:2] |f:1.2,3.4.5|. Procedure details: 1-t-Butoxycarbonyl piperidine-4-one (commercially available from Lancaster Chem) (39.9 g, 0.20 mol), THF (150 mL), H2O (300 mL), and H2NOH HCl (55.2, 0.80 mol) were dissolved together and Na2CO3 (55.2 g, 0.53 mol) was added in small portions. The mixture was stirred at 23° for 14 h, most of the THF was evaporated in vacuo, adjusted to pH>10 with 50% aq NaOH, extracted with EtOAc(5×50 mL) and concentrated to a white foam. Triturated with hexane, filtered and the solid was dried in vacuo to afford... Reactants: ClC1=CC=C(C=2C(C=C(NC12)C(=O)O)=O)C(=O)O (8-Chloro-4-oxo-1,4-dihydro-2,5-quinolinedicarboxylic acid). Reagents/catalysts: [Pd] (Pd/C). Solvent: [OH-].[K+] (KOH). Yields the product O=C1C=C(NC=2C=CC=C(C12)C(=O)O)C(=O)O (4-Oxo-1,4-dihydro-2,5-quinolinedicarboxylic acid). RXN SMILES: Cl[C:2]1[C:11]2[NH:10][C:9]([C:12]([OH:14])=[O:13])=[CH:8][C:7](=[O:15])[C:6]=2[C:5]([C:16]([OH:18])=[O:17])=[CH:4][CH:3]=1>[OH-].[K+].[Pd]>[O:15]=[C:7]1[C:6]2[C:5]([C:16]([OH:18])=[O:17])=[CH:4][CH:3]=[CH:2][C:11]=2[NH:10][C:9]([C:12]([OH:14])=[O:13])=[CH:8]1 |f:1.2|. Procedure details: To a solution of 25 (7.90 g, 29.5 mmol) in 10% aqueous KOH solution (100 mL) was added 10% Pd/C (0.500 g). The reaction mixture was hydrogenated (50 psi) on a Parr hydrogenation apparatus at room temperature for 4 h. The catalyst was filtered off on a pad of celite and the filtrate was acidified with 2N HCl to pH=6.5, where a solid precipitated and was collected through a filtration. The solid was washed with H2O (100 mL) and Et2O (100 mL), and dried in vacuum at 60° C. to give an off-white soli...